From a dataset of the Open Reaction Database (ORD), a public repository of structured organic reaction records. describe an organic reaction: reactants, conditions, products, and yield Reactants: Cl.ON (Hydroxyamine hydrochloride), ClC=1N=C(C2=CC=CC=C2C1C=O)C1=CC=CC=C1 (3-chloro-1-phenyl-isoquinoline-4-aldehyde). Solvent: N1=CC=CC=C1 (pyridine). Conditions: time 2 hour. The product is ClC=1N=C(C2=CC=CC=C2C1C=NO)C1=CC=CC=C1 (3-chloro-1-phenyl-isoquinoline-4-aldoxime). The yield is 76.3%. Reaction SMILES: Cl.[OH:2][NH2:3].[Cl:4][C:5]1[N:6]=[C:7]([C:17]2[CH:22]=[CH:21][CH:20]=[CH:19][CH:18]=2)[C:8]2[C:13]([C:14]=1[CH:15]=O)=[CH:12][CH:11]=[CH:10][CH:9]=2>N1C=CC=CC=1>[Cl:4][C:5]1[N:6]=[C:7]([C:17]2[CH:22]=[CH:21][CH:20]=[CH:19][CH:18]=2)[C:8]2[C:13]([C:14]=1[CH:15]=[N:3][OH:2])=[CH:12][CH:11]=[CH:10][CH:9]=2 |f:0.1|. Procedure details: 55.5 g Hydroxyamine hydrochloride is added to 53.6 g 3-chloro-1-phenyl-isoquinoline-4-aldehyde in 150 ml pyridine at 0° C. The resulting mixture is left to stand at room temperature for 2 hours. Then, successively, the solvent is removed in vacuo, the residue is partioned between water and toluene, the toluenic phase is dried and concentrated. 43.2 g 3-chloro-1-phenyl-isoquinoline-4-aldoxime having a melting point from 151° to 154° C. are obtained. Reactants: C(C)(C)(C)OC(=O)N[C@@H](COC=1C(=C(C=CC1)C1=CC=CC=C1)[N+](=O)[O-])C(=O)O (N-(tert-butoxycarbonyl)-O-(2-nitrobiphenyl-3-yl)-L-serine). Isolated yield 100.3%. Run at time 10 hour. Reaction SMILES: [C:1]([O:5][C:6]([NH:8][C@H:9]([C:27]([OH:29])=[O:28])[CH2:10][O:11][C:12]1[C:13]([N+:24]([O-])=O)=[C:14]([C:18]2[CH:23]=[CH:22][CH:21]=[CH:20][CH:19]=2)[CH:15]=[CH:16][CH:17]=1)=[O:7])([CH3:4])([CH3:3])[CH3:2]>[Pd].CO>[NH2:24][C:13]1[C:12]([O:11][CH2:10][C@@H:9]([C:27]([OH:29])=[O:28])[NH:8][C:6]([O:5][C:1]([CH3:4])([CH3:3])[CH3:2])=[O:7])=[CH:17][CH:16]=[CH:15][C:14]=1[C:18]1[CH:19]=[CH:20][CH:21]=[CH:22][CH:23]=1. Procedure: In an autoclave containing 280 mg of 41 (0.696 mmol), 30 mg of Pd/C (10%) and 18 mL of MeOH, hydrogenation is performed at 2 bar for 10 h at 20° C. After filtration of the catalyst on celite, the solvent is evaporated and 260 mg of expected product 42 are obtained, which product is used directly for the next step. Reagents/catalysts: [Pd] (Pd/C). Solvent: CO (MeOH). Yields the product NC1=C(C=CC=C1OC[C@H](NC(=O)OC(C)(C)C)C(=O)O)C1=CC=CC=C1 (O-(2-aminobiphenyl-3-yl)-N-(tert-butoxycarbonyl)-L-serine). Reactants: ClC=1C=C(C(=O)C=2C(=NC(=CC2)C(OC)OC)NCC)C=CC1 (3-(3-chlorobenzoyl)-2-ethylamino-6-dimethoxymethylpyridine), [H-].[Na+] (sodium hydride), ClC(C(=O)OCC)CCC(=O)[O-] (monoethyl chloroglutarate). Solvent: CN(C)C=O (DMF). The product is ClC=1C=C(C=CC1)C1=C(C(N(C2=NC(=CC=C12)C=O)CC)=O)CCC(=O)OC (methyl 3-[4-(3-chlorophenyl)-1-ethyl-7-formyl-2-oxo-1,2-dihydro-1,8-naphthyridin-3-yl]propanoate). RXN SMILES: [Cl:1][C:2]1[CH:3]=[C:4]([CH:21]=[CH:22][CH:23]=1)[C:5]([C:7]1[C:8]([NH:18][CH2:19][CH3:20])=[N:9][C:10]([CH:13]([O:16]C)OC)=[CH:11][CH:12]=1)=O.[H-].[Na+].Cl[CH:27]([CH2:33][CH2:34][C:35]([O-])=[O:36])[C:28]([O:30][CH2:31]C)=[O:29]>CN(C=O)C>[Cl:1][C:2]1[CH:3]=[C:4]([C:5]2[C:7]3[C:8](=[N:9][C:10]([CH:13]=[O:16])=[CH:11][CH:12]=3)[N:18]([CH2:19][CH3:20])[C:35](=[O:36])[C:34]=2[CH2:33][CH2:27][C:28]([O:30][CH3:31])=[O:29])[CH:21]=[CH:22][CH:23]=1 |f:1.2|. Procedure details: In DMF was treated 3-(3-chlorobenzoyl)-2-ethylamino-6-dimethoxymethylpyridine with 60% sodium hydride, followed by the reaction with monoethyl chloroglutarate. Thereafter, the reaction mixture was worked up and purified in a usual manner. The resulting compound was reacted in ethanol in the presence of sodium methoxide under heating, and the reaction mixture was worked up and purified in a usual manner. Then, the resulting compound was reacted in a solution of 6M hydrochloric acid-dioxane (1:1) ... Starting materials: N#Cc1ncc(F)cc1F, O=C([O-])[O-], CS(C)=O, CCOC(C)=O, [K+], [K+], NCCc1ccccn1, O. Yields the product N#Cc1ncc(F)cc1NCCc1ccccn1. As a reaction SMILES: [C:1](#[N:2])[c:3]1[n:4][cH:5][c:6]([F:10])[cH:7][c:8]1[F:9].[C:20](=[O:21])([O-:22])[O-:23].[CH3:27][S:28](=[O:29])[CH3:30].[CH3:31][CH2:32][O:33][C:34](=[O:35])[CH3:36].[K+:24].[K+:25].[NH2:11][CH2:12][CH2:13][c:14]1[n:15][cH:16][cH:17][cH:18][cH:19]1.[OH2:26]>>[C:1](#[N:2])[c:3]1[n:4][cH:5][c:6]([F:10])[cH:7][c:8]1[NH:11][CH2:12][CH2:13][c:14]1[n:15][cH:16][cH:17][cH:18][cH:19]1.